Dataset: the Open Reaction Database (ORD), a public repository of structured organic reaction records. Task: describe an organic reaction: reactants, conditions, products, and yield Reactants: ICCCOC1=CC=C(C=C1)NC=C1C(NC2=CC=CC=C12)=O (3-{[4-(3-Iodo-propoxy)-phenylamino]-methylene}-1,3-dihydro-indol-2-one), N1CCOCC1 (morpholine). Procedure: In a manner similar to that described in Example 217, 3-{[4-(3-Iodo-propoxy)-phenylamino]-methylene}-1,3-dihydro-indol-2-one and morpholine are converted to the named compound. RXN SMILES: I[CH2:2][CH2:3][CH2:4][O:5][C:6]1[CH:11]=[CH:10][C:9]([NH:12][CH:13]=[C:14]2[C:22]3[C:17](=[CH:18][CH:19]=[CH:20][CH:21]=3)[NH:16][C:15]2=[O:23])=[CH:8][CH:7]=1.[NH:24]1[CH2:29][CH2:28][O:27][CH2:26][CH2:25]1>>[N:24]1([CH2:2][CH2:3][CH2:4][O:5][C:6]2[CH:11]=[CH:10][C:9]([NH:12][CH:13]=[C:14]3[C:22]4[C:17](=[CH:18][CH:19]=[CH:20][CH:21]=4)[NH:16][C:15]3=[O:23])=[CH:8][CH:7]=2)[CH2:29][CH2:28][O:27][CH2:26][CH2:25]1. The product is N1(CCOCC1)CCCOC1=CC=C(C=C1)NC=C1C(NC2=CC=CC=C12)=O (3-{[4-(3-Morpholin-4-yl-propoxy)-phenylamino]-methylene}-1,3-dihydro-indol-2-one). Starting materials: C([O-])([O-])=O.[Na+].[Na+] (Sodium carbonate), BrC=1C=C(CN2C=NC3=CC=C(C=C3C2=O)C(=O)OCC)C=CC1 (ethyl 3-(3-bromobenzyl)-4-oxo-3,4-dihydroquinazoline-6-carboxylate), N1=CC=C(C=C1)B(O)O (pyridine-4-boronic acid), O1CCOCC1 (1,4-dioxane). The reagents and catalysts are C1=CC=C(C=C1)P([C-]2C=CC=C2)C3=CC=CC=C3.C1=CC=C(C=C1)P([C-]2C=CC=C2)C3=CC=CC=C3.Cl[Pd]Cl.[Fe+2] ([1,1′-bis(diphenylphosphino)ferrocene]palladium(II)dichloride). The solvent is O (water). Run at temperature 90 celsius. Yields the product O=C1N(C=NC2=CC=C(C=C12)C(=O)OCC)CC1=CC(=CC=C1)C1=CC=NC=C1 (ethyl 4-oxo-3-(3-(pyridin-4-yl)benzyl)-3,4-dihydroquinazoline-6-carboxylate). As a reaction SMILES: Br[C:2]1[CH:3]=[C:4]([CH:22]=[CH:23][CH:24]=1)[CH2:5][N:6]1[C:15](=[O:16])[C:14]2[C:9](=[CH:10][CH:11]=[C:12]([C:17]([O:19][CH2:20][CH3:21])=[O:18])[CH:13]=2)[N:8]=[CH:7]1.[N:25]1[CH:30]=[CH:29][C:28](B(O)O)=[CH:27][CH:26]=1.O1CCOCC1.C(=O)([O-])[O-].[Na+].[Na+]>C1C=CC(P(C2C=CC=CC=2)[C-]2C=CC=C2)=CC=1.C1C=CC(P(C2C=CC=CC=2)[C-]2C=CC=C2)=CC=1.Cl[Pd]Cl.[Fe+2].O>[O:16]=[C:15]1[C:14]2[C:9](=[CH:10][CH:11]=[C:12]([C:17]([O:19][CH2:20][CH3:21])=[O:18])[CH:13]=2)[N:8]=[CH:7][N:6]1[CH2:5][C:4]1[CH:22]=[CH:23][CH:24]=[C:2]([C:28]2[CH:29]=[CH:30][N:25]=[CH:26][CH:27]=2)[CH:3]=1 |f:3.4.5,6.7.8.9|. Procedure: To a microwave vial was added ethyl 3-(3-bromobenzyl)-4-oxo-3,4-dihydroquinazoline-6-carboxylate (0.050 g, 0.13 mmol), pyridine-4-boronic acid (0.032 g, 0.26 mmol) in a solution of 1,4-dioxane (2 mL) and water (0.4 mL). Sodium carbonate (0.041 g, 0.39 mmol) was added followed by [1,1′-bis(diphenylphosphino)ferrocene]palladium(II)dichloride (0.013 g, 0.015 mmol). The reaction mixture was heated at 90° C. for 16 h. The mixture was then concentrated and to the residue was added dichloromethane (3 m... Reactants: N1=CC=CC=C1 (pyridine), Cl.CN(CCCN=C=NCC)C (N-[3-(dimethylamino)propyl]-N′-ethylcarbodiimide hydrochloride), N1(CCOCC1)C1=CC(NC(=N1)CC(N1CC2(C3=CC=CC=C13)CC2)=O)=O (6-(morpholin-4-yl)-2-[2-oxo-2-(spiro[cyclopropan-1,3′-indol]-1′(2′H)-yl)ethyl]pyrimidin-4(3H)-one), N1(CCOCC1)C=1N=C(NC(C1)=O)CC(=O)[O-].[Na+] (sodium [4-(morpholin-4-yl)-6-oxo-1,6-dihydropyrimidin-2-yl]acetate). The solvent is CN(C=O)C (N,N-dimethylformamide). Run at time 15 hour. The product is N1(CCOCC1)C1=CC(NC(=N1)CC(N1CCC2=C(C=CC=C12)C1=CC=CC=C1)=O)=O (6-(morpholin-4-yl)-2-[2-oxo-2-(4-phenyl-2,3-dihydro-1H-indol-1-yl)ethyl]pyrimidin-4(3H)-one). RXN SMILES: [N:1]1[CH:6]=[CH:5][CH:4]=[CH:3][CH:2]=1.Cl.CN(C)CCCN=C=NCC.N1(C2N=C(CC(=O)N3[C:41]4[C:36](=[CH:37][CH:38]=[CH:39][CH:40]=4)[C:35]4([CH2:43][CH2:42]4)C3)NC(=O)C=2)CCOCC1.[N:46]1([C:52]2[N:53]=[C:54]([CH2:59][C:60]([O-:62])=O)[NH:55][C:56](=[O:58])[CH:57]=2)[CH2:51][CH2:50][O:49][CH2:48][CH2:47]1.[Na+]>CN(C)C=O>[N:46]1([C:52]2[N:53]=[C:54]([CH2:59][C:60](=[O:62])[N:1]3[C:3]4[C:4](=[C:35]([C:36]5[CH:41]=[CH:40][CH:39]=[CH:38][CH:37]=5)[CH:42]=[CH:43][CH:2]=4)[CH2:5][CH2:6]3)[NH:55][C:56](=[O:58])[CH:57]=2)[CH2:47][CH2:48][O:49][CH2:50][CH2:51]1 |f:1.2,4.5|. Procedure: 0.16 ml of pyridine, 240 mg of N-[3-(dimethylamino)propyl]-N′-ethylcarbodiimide hydrochloride and 210 mg of 4-phenyl-2,3-dihydro-1H-indole (reference example 1d) are successively added to a suspension of 250 mg of sodium [4-(morpholin-4-yl)-6-oxo-1,6-dihydropyrimidin-2-yl]acetate (example 1d, step 2d) in 5 ml of N,N-dimethylformamide. The reaction mixture is stirred at ambient temperature for 15 hours, and is then concentrated to dryness under reduced pressure. The residue is taken up in and tri... The reactants are COC(=O)CC1CC(COc2ccc(-c3ccc(C(=N)NC(=O)OC)cc3)cc2)NC1=O, CC(=O)O, [Na+], C1CCOC1, [OH-], O. Product: COC(=O)NC(=N)c1ccc(-c2ccc(OCC3CC(CC(=O)O)C(=O)N3)cc2)cc1. RXN SMILES: [CH3:1][O:2][C:3](=[O:4])[NH:5][C:6](=[NH:7])[c:8]1[cH:9][cH:10][c:11](-[c:14]2[cH:15][cH:16][c:17]([O:20][CH2:21][CH:22]3[CH2:23][CH:24]([CH2:28][C:29](=[O:30])[O:31][CH3:32])[C:25](=[O:27])[NH:26]3)[cH:18][cH:19]2)[cH:12][cH:13]1.[CH3:35][C:36](=[O:37])[OH:38].[Na+:34].[O:39]1[CH2:40][CH2:41][CH2:42][CH2:43]1.[OH-:33].[OH2:44]>>[CH3:1][O:2][C:3](=[O:4])[NH:5][C:6](=[NH:7])[c:8]1[cH:9][cH:10][c:11](-[c:14]2[cH:15][cH:16][c:17]([O:20][CH2:21][CH:22]3[CH2:23][CH:24]([CH2:28][C:29](=[O:30])[OH:31])[C:25](=[O:27])[NH:26]3)[cH:18][cH:19]2)[cH:12][cH:13]1. Reactants: C#CCO, CCNCC, Cn1cc(C(=S)NCc2ccc(Cl)cc2)c(=O)c2cc(I)ccc21, I[Cu]I. Product: Cn1cc(C(=S)NCc2ccc(Cl)cc2)c(=O)c2cc(C#CCO)ccc21. As a reaction SMILES: [CH2:25]([C:26]#[CH:27])[OH:28].[CH2:29]([NH:30][CH2:31][CH3:32])[CH3:33].[Cl:1][c:2]1[cH:3][cH:4][c:5]([CH2:6][NH:7][C:8](=[S:9])[c:10]2[cH:11][n:12]([CH3:22])[c:13]3[cH:14][cH:15][c:16]([I:21])[cH:17][c:18]3[c:19]2=[O:20])[cH:23][cH:24]1.[Cu:34]([I:35])[I:36]>>[Cl:1][c:2]1[cH:3][cH:4][c:5]([CH2:6][NH:7][C:8](=[S:9])[c:10]2[cH:11][n:12]([CH3:22])[c:13]3[cH:14][cH:15][c:16]([C:27]#[C:26][CH2:25][OH:28])[cH:17][c:18]3[c:19]2=[O:20])[cH:23][cH:24]1. Reactants: C1=CC(=CC=C1O)OC2=C(C=C(C=C2I)CC(C(=O)O)N)I (L-3,5-diiodothyronine), CO (methanol), Cl (hydrogen chloride), CO (methanol). Conditions: time 16 hour. The product is Cl.COC([C@@H](N)CC1=CC(=C(C(=C1)I)OC1=CC=C(C=C1)O)I)=O (3,5-diiodothyronine methyl ester hydrochloride). Isolated yield 95.0%. Reaction SMILES: [CH:1]1[C:6]([OH:7])=[CH:5][CH:4]=[C:3]([O:8][C:9]2[C:14]([I:15])=[CH:13][C:12]([CH2:16][CH:17]([NH2:21])[C:18]([OH:20])=[O:19])=[CH:11][C:10]=2[I:22])[CH:2]=1.[ClH:23].[CH3:24]O>>[ClH:23].[CH3:24][O:19][C:18](=[O:20])[C@H:17]([CH2:16][C:12]1[CH:11]=[C:10]([I:22])[C:9]([O:8][C:3]2[CH:4]=[CH:5][C:6]([OH:7])=[CH:1][CH:2]=2)=[C:14]([I:15])[CH:13]=1)[NH2:21] |f:3.4|. Procedure: Five g (9.52 mmoles) of L-3,5-diiodothyronine (Sigma Chemical Company, St. Louis, Mo. 63178, Catalog No. D0629) was suspended in 50 ml of methanol (MCB, Norwood, Ohio 45212, Catalog No. MX0488-1). Dry hydrogen chloride was bubbled through the resulting suspension until the methanol was saturated with hydrogen chloride. The mixture warmed as the 3,5-diiodothyronine dissolved, resulting in a yellowish-green solution. The reaction mixture was allowed to stand for 16 hours at ambient temperature in ...